This data is from the Open Reaction Database (ORD), a public repository of structured organic reaction records. The task is: describe an organic reaction: reactants, conditions, products, and yield Reactants: C(C)NC1=NC(=CC(=N1)C1=NC(=NO1)C1=CC(=C(OCC(CO)O)C(=C1)C)C)C (rac-3-{4-[5-(2-ethylamino-6-methyl-pyrimidin-4-yl)-[1,2,4]oxadiazol-3-yl]-2,6-dimethyl-phenoxy}-propane-1,2-diol), CC1=CC(=NC(=N1)OCCC)C(=O)O (6-methyl-2-propoxy-pyrimidine-4-carboxylic acid). The product is CC1=C(OCC(CO)O)C(=CC(=C1)C1=NOC(=N1)C1=NC(=NC(=C1)C)OCCC)C (rac-3-{2,6-Dimethyl-4-[5-(6-methyl-2-propoxy-pyrimidin-4-yl)-[1,2,4]oxadiazol-3-yl]-phenoxy}-propane-1,2-diol). As a reaction SMILES: C(N[C:4]1[N:9]=[C:8]([C:10]2[O:14][N:13]=[C:12]([C:15]3[CH:26]=[C:25]([CH3:27])[C:18]([O:19][CH2:20][CH:21]([OH:24])[CH2:22][OH:23])=[C:17]([CH3:28])[CH:16]=3)[N:11]=2)[CH:7]=[C:6]([CH3:29])[N:5]=1)C.CC1N=C([O:37][CH2:38][CH2:39][CH3:40])N=C(C(O)=O)C=1>>[CH3:28][C:17]1[CH:16]=[C:15]([C:12]2[N:11]=[C:10]([C:8]3[CH:7]=[C:6]([CH3:29])[N:5]=[C:4]([O:37][CH2:38][CH2:39][CH3:40])[N:9]=3)[O:14][N:13]=2)[CH:26]=[C:25]([CH3:27])[C:18]=1[O:19][CH2:20][CH:21]([OH:24])[CH2:22][OH:23]. Reported procedure: rac-3-{2,6-Dimethyl-4-[5-(6-methyl-2-propoxy-pyrimidin-4-yl)-[1,2,4]oxadiazol-3-yl]-phenoxy}-propane-1,2-diol is prepared in analogy to rac-3-{4-[5-(2-ethylamino-6-methyl-pyrimidin-4-yl)-[1,2,4]oxadiazol-3-yl]-2,6-dimethyl-phenoxy}-propane-1,2-diol using 6-methyl-2-propoxy-pyrimidine-4-carboxylic acid; LC-MS: tR=0.87 min*; [M+H]+=415.08.